From a dataset of the Open Reaction Database (ORD), a public repository of structured organic reaction records. describe an organic reaction: reactants, conditions, products, and yield Starting materials: BrC1=NC=CC=C1OC (2-bromo-3-methoxypyridine), NC=1C=C(C(=C(C1)[C@]1(N=C(O[C@@H](C1)C(F)(F)F)N)C)F)F ((4S,6S)-4-(5-amino-2,3-difluorophenyl)-4-methyl-6-(trifluoromethyl)-5,6-dihydro-4H-1,3-oxazin-2-amine). Product: FC1=C(C=C(C=C1F)NC1=NC=CC=C1OC)[C@]1(N=C(O[C@@H](C1)C(F)(F)F)N)C ((4S,6S)-4-(2,3-difluoro-5-((3-methoxypyridin-2-yl)amino)phenyl)-4-methyl-6-(trifluoromethyl)-5,6-dihydro-4H-1,3-oxazin-2-amine). Reaction SMILES: Br[C:2]1[C:7]([O:8][CH3:9])=[CH:6][CH:5]=[CH:4][N:3]=1.[NH2:10][C:11]1[CH:12]=[C:13]([F:30])[C:14]([F:29])=[C:15]([C@:17]2([CH3:28])[CH2:22][C@@H:21]([C:23]([F:26])([F:25])[F:24])[O:20][C:19]([NH2:27])=[N:18]2)[CH:16]=1>>[F:29][C:14]1[C:13]([F:30])=[CH:12][C:11]([NH:10][C:2]2[C:7]([O:8][CH3:9])=[CH:6][CH:5]=[CH:4][N:3]=2)=[CH:16][C:15]=1[C@:17]1([CH3:28])[CH2:22][C@@H:21]([C:23]([F:24])([F:25])[F:26])[O:20][C:19]([NH2:27])=[N:18]1. Procedure: The title compound was synthesized by procedures and steps analogous to those described in Method B, Example 8 above, but using 2-bromo-3-methoxypyridine and (4S,6S)-4-(5-amino-2,3-difluorophenyl)-4-methyl-6-(trifluoromethyl)-5,6-dihydro-4H-1,3-oxazin-2-amine in step 2. MS m/z=417 [M+H]+. Calculated for C18H17F5N4O2: 416.3. Reactants: COC(=O)C1C(C)N1C(=O)OCc1ccccc1, ClCCl, Cn1ccc2ccccc21. Product: COC(=O)C(NC(=O)OCc1ccccc1)C(C)c1cn(C)c2ccccc12. RXN SMILES: [CH2:11]([c:12]1[cH:13][cH:14][cH:15][cH:16][cH:17]1)[O:18][C:19](=[O:20])[N:21]1[CH:22]([C:25](=[O:26])[O:27][CH3:28])[CH:23]1[CH3:24].[CH2:29]([Cl:30])[Cl:31].[CH3:1][n:2]1[cH:3][cH:4][c:5]2[cH:6][cH:7][cH:8][cH:9][c:10]12>>[CH3:1][n:2]1[cH:3][c:4]([CH:23]([CH:22]([NH:21][C:19]([O:18][CH2:11][c:12]2[cH:13][cH:14][cH:15][cH:16][cH:17]2)=[O:20])[C:25](=[O:26])[O:27][CH3:28])[CH3:24])[c:5]2[cH:6][cH:7][cH:8][cH:9][c:10]12. Reactants: OC=1C(=CC2=CC=CC=C2C1)C(=O)NN (3-hydroxy-2-naphthohydrazide), C1(=CC=C(C=C1)S(=O)(=O)O)C (p-toluenesulfonic acid). The solvent is CC(=O)C (acetone). Run at temperature 20 celsius. Yields the product OC=1C(=CC2=CC=CC=C2C1)C(=O)NN=C(C)C (3-hydroxy-N′-(1-methylethylidene)-2-naphthohydrazide). RXN SMILES: [OH:1][C:2]1[C:3]([C:12]([NH:14][NH2:15])=[O:13])=[CH:4][C:5]2[C:10]([CH:11]=1)=[CH:9][CH:8]=[CH:7][CH:6]=2.[C:16]1(C)[CH:21]=CC(S(O)(=O)=O)=C[CH:17]=1>CC(C)=O>[OH:1][C:2]1[C:3]([C:12]([NH:14][N:15]=[C:16]([CH3:21])[CH3:17])=[O:13])=[CH:4][C:5]2[C:10]([CH:11]=1)=[CH:9][CH:8]=[CH:7][CH:6]=2. Reported procedure: A four neck flask (3 liters) equipped with a thermometer, a reflux condenser and a stirrer was charged with 121.2 g (0.6 mol) of 3-hydroxy-2-naphthohydrazide, 1.14 g (0.006 mol) of p-toluenesulfonic acid and 2 liters of acetone and then heated under reflux for 5 hours. The reaction liquid was cooled down to 20° C. or lower, and then crystal was filtered off and dried under reduced pressure, whereby the intended compound (slightly yellow crystal) was obtained. Reactants: ClCCCBr, CC(=O)O, CCO, Cn1c(-c2ccc(F)c(F)c2)n[nH]c1=S. Product: Cn1c(SCCCCl)nnc1-c1ccc(F)c(F)c1. RXN SMILES: [Br:16][CH2:17][CH2:18][CH2:19][Cl:20].[CH3:21][C:22](=[O:23])[OH:24].[CH3:25][CH2:26][OH:27].[F:1][c:2]1[cH:3][c:4](-[c:9]2[n:10]([CH3:15])[c:11](=[S:14])[nH:12][n:13]2)[cH:5][cH:6][c:7]1[F:8]>>[F:1][c:2]1[cH:3][c:4](-[c:9]2[n:10]([CH3:15])[c:11]([S:14][CH2:17][CH2:18][CH2:19][Cl:20])[n:12][n:13]2)[cH:5][cH:6][c:7]1[F:8]. Starting materials: CN(CCCCl)C(=O)OC(C)(C)C, CCN(C(C)C)C(C)C, [I-], [K+], [K+], O=C(OC1CN2CCC1CC2)C(O)(c1ccccc1)c1ccccc1, [Na+], O=C([O-])[O-], CN(C)C=O. The product is CN(CCC[N+]12CCC(CC1)C(OC(=O)C(O)(c1ccccc1)c1ccccc1)C2)C(=O)OC(C)(C)C, [Cl-]. RXN SMILES: [C:1]([CH3:2])([CH3:3])([CH3:4])[O:5][C:6]([N:7]([CH3:8])[CH2:9][CH2:10][CH2:11][Cl:12])=[O:13].[CH:14]([N:15]([CH2:16][CH3:17])[CH:18]([CH3:19])[CH3:20])([CH3:21])[CH3:22].[I-:55].[K+:48].[K+:49].[N:23]12[CH2:24][CH:25]([O:31][C:32]([C:33]([c:34]3[cH:35][cH:36][cH:37][cH:38][cH:39]3)([c:40]3[cH:41][cH:42][cH:43][cH:44][cH:45]3)[OH:46])=[O:47])[CH:26]([CH2:27][CH2:28]1)[CH2:29][CH2:30]2.[Na+:54].[O-:50][C:51]([O-:52])=[O:53].[O:56]=[CH:57][N:58]([CH3:59])[CH3:60]>>[C:1]([CH3:2])([CH3:3])([CH3:4])[O:5][C:6]([N:7]([CH3:8])[CH2:9][CH2:10][CH2:11][N+:23]12[CH2:24][CH:25]([O:31][C:32]([C:33]([c:34]3[cH:35][cH:36][cH:37][cH:38][cH:39]3)([c:40]3[cH:41][cH:42][cH:43][cH:44][cH:45]3)[OH:46])=[O:47])[CH:26]([CH2:27][CH2:28]1)[CH2:29][CH2:30]2)=[O:13].[Cl-:12]. Starting materials: ClC[C@H](COC1=CC=C(C=C1)C(C)(C)C1=CC=C(C=C1)OC[C@@H]1OC(OC1)(C)C)O ((S)-1-chloro-3-(4-(2-(4-(((S)-2,2-dimethyl-1,3-dioxolan-4-yl)methoxy)phenyl)propan-2-yl)phenoxy)propan-2-ol), C(C)(=O)OC(C)=O (acetic anhydride). Reagents/catalysts: CN(C)C=1C=CN=CC1 (DMAP). Run in N1=CC=CC=C1 (pyridine). Run at time 3 hour. The product is C(C)(=O)O[C@H](CCl)COC1=CC=C(C=C1)C(C)(C)C1=CC=C(C=C1)OC[C@@H]1OC(OC1)(C)C ((S)-1-chloro-3-(4-(2-(4-(((S)-2,2-dimethyl-1,3-dioxolan-4-yl)methoxy)phenyl)propan-2-yl)phenoxy)propan-2-yl acetate). RXN SMILES: [Cl:1][CH2:2][C@@H:3]([OH:30])[CH2:4][O:5][C:6]1[CH:11]=[CH:10][C:9]([C:12]([C:15]2[CH:20]=[CH:19][C:18]([O:21][CH2:22][C@H:23]3[CH2:27][O:26][C:25]([CH3:29])([CH3:28])[O:24]3)=[CH:17][CH:16]=2)([CH3:14])[CH3:13])=[CH:8][CH:7]=1.[C:31](OC(=O)C)(=[O:33])[CH3:32]>N1C=CC=CC=1.CN(C1C=CN=CC=1)C>[C:31]([O:30][C@@H:3]([CH2:4][O:5][C:6]1[CH:7]=[CH:8][C:9]([C:12]([C:15]2[CH:20]=[CH:19][C:18]([O:21][CH2:22][C@H:23]3[CH2:27][O:26][C:25]([CH3:29])([CH3:28])[O:24]3)=[CH:17][CH:16]=2)([CH3:14])[CH3:13])=[CH:10][CH:11]=1)[CH2:2][Cl:1])(=[O:33])[CH3:32]. Procedure: To a solution of (S)-1-chloro-3-(4-(2-(4-(((S)-2,2-dimethyl-1,3-dioxolan-4-yl)methoxy)phenyl)propan-2-yl)phenoxy)propan-2-ol (850 mg, 1.95 mmol) in anhydrous pyridine (6.0 mL) were successively added acetic anhydride (280 μL, 2.93 mmol) and catalytic amount of DMAP. After 3 h, the reaction mixture was quenched with an aqueous solution of sodium chloride and stirred for 15 min, and the resulting mixture was extracted twice with ethyl acetate. The organic phases were combined, dried over anhydrous... Starting materials: [H-].C(C(C)C)[Al+]CC(C)C (diisobutylaluminum hydride), solution, C(C)(C)(C)OC(=O)C1=C(C=CC=C1)C1=CC=C(C=C1)CN1C(=NC(=C1C(=O)OC)C(=O)OC)CCCC (dimethyl 1-[(2'-t-butoxycarbonylbiphenyl-4yl)methyl]-2-butylimidazole-4,5-dicarboxylate), [Cl-].[NH4+] (ammonium chloride), C(C)(=O)OCC (ethyl acetate). The solvent is C1(=CC=CC=C1)C (toluene), O1CCCC1 (tetrahydrofuran). Reaction conditions: time 16 hour. Product: C(C)(C)(C)OC(=O)C1=C(C=CC=C1)C1=CC=C(C=C1)CN1C(=NC(=C1C(=O)OC)CO)CCCC (Methyl 1-[(2'-t-butoxycarbonylbiphenyl-4-yl)methyl]-2-butyl-4-hydroxymethylimidazole-5-carboxylate). The yield is 79.4%. Reaction SMILES: [H-].C([Al+]CC(C)C)C(C)C.[C:11]([O:15][C:16]([C:18]1[CH:23]=[CH:22][CH:21]=[CH:20][C:19]=1[C:24]1[CH:29]=[CH:28][C:27]([CH2:30][N:31]2[C:35]([C:36]([O:38][CH3:39])=[O:37])=[C:34]([C:40](OC)=[O:41])[N:33]=[C:32]2[CH2:44][CH2:45][CH2:46][CH3:47])=[CH:26][CH:25]=1)=[O:17])([CH3:14])([CH3:13])[CH3:12].[Cl-].[NH4+].C(OCC)(=O)C>C1(C)C=CC=CC=1.O1CCCC1>[C:11]([O:15][C:16]([C:18]1[CH:23]=[CH:22][CH:21]=[CH:20][C:19]=1[C:24]1[CH:29]=[CH:28][C:27]([CH2:30][N:31]2[C:35]([C:36]([O:38][CH3:39])=[O:37])=[C:34]([CH2:40][OH:41])[N:33]=[C:32]2[CH2:44][CH2:45][CH2:46][CH3:47])=[CH:26][CH:25]=1)=[O:17])([CH3:14])([CH3:13])[CH3:12] |f:0.1,3.4|. Procedure: 42 ml of diisobutylaluminum hydride (as a 1.5M solution in toluene) were added dropwise at a temperature between -20° C. and -15° C. to a solution of 16.0 g of dimethyl 1-[(2'-t-butoxycarbonylbiphenyl-4yl)methyl]-2-butylimidazole-4,5-dicarboxylate [prepared as described in step (a) above] in 200 ml of tetrahydrofuran, and the resulting mixture was allowed to stand at 0°-5° C. for 16 hours. At the end of this time, the reaction mixture was mixed with an aqueous solution of ammonium chloride and e... The reactants are [Cl-], Cc1ncccc1CCl, [NH4+], N#C[Na], CN(C)C=O. The product is Cc1ncccc1CC#N. As a reaction SMILES: [Cl-:13].[Cl:1][CH2:2][c:3]1[c:4]([CH3:9])[n:5][cH:6][cH:7][cH:8]1.[NH4+:14].[Na:10][C:11]#[N:12].[O:15]=[CH:16][N:17]([CH3:18])[CH3:19]>>[CH2:2]([c:3]1[c:4]([CH3:9])[n:5][cH:6][cH:7][cH:8]1)[C:11]#[N:12]. Starting materials: N1CC(CCCC1)N(C1=C2C(=NC=N1)NN=C2)C (N-(azepan-3-yl)-N-methyl-1H-pyrazolo[3,4-d]pyrimidin-4-amine), CCN=C=NCCCN(C)C (EDCI), C=1C=CC2=C(C1)N=NN2O (HOBt), ClC=1C=C(C=C(C1)Cl)NCC(=O)O (2-(3,5-dichlorophenylamino)acetic acid), CCN(C(C)C)C(C)C (DIEA). The solvent is O (water), C(C)(=O)OCC (ethyl acetate), CN(C)C=O (DMF). Conditions: time 8 hour. The product is N1N=CC=2C1=NC=NC2N(C)C2CN(CCCC2)C(CNC2=CC(=CC(=C2)Cl)Cl)=O (1-(3-(1H-pyrazolo[3,4-d]pyrimidin-4-yl-N-methylamino) azepan-1-yl)-2-(3,5-dichlorophenylamino)ethanone). RXN SMILES: [NH:1]1[CH2:7][CH2:6][CH2:5][CH2:4][CH:3]([N:8]([CH3:18])[C:9]2[N:14]=[CH:13][N:12]=[C:11]3[NH:15][N:16]=[CH:17][C:10]=23)[CH2:2]1.CCN=C=NCCCN(C)C.C1C=CC2N(O)N=NC=2C=1.[Cl:40][C:41]1[CH:42]=[C:43]([NH:48][CH2:49][C:50](O)=[O:51])[CH:44]=[C:45]([Cl:47])[CH:46]=1.CCN(C(C)C)C(C)C>CN(C=O)C.O.C(OCC)(=O)C>[NH:15]1[C:11]2=[N:12][CH:13]=[N:14][C:9]([N:8]([CH:3]3[CH2:4][CH2:5][CH2:6][CH2:7][N:1]([C:50](=[O:51])[CH2:49][NH:48][C:43]4[CH:42]=[C:41]([Cl:40])[CH:46]=[C:45]([Cl:47])[CH:44]=4)[CH2:2]3)[CH3:18])=[C:10]2[CH:17]=[N:16]1. Procedure: To a solution of N-(azepan-3-yl)-N-methyl-1H-pyrazolo[3,4-d]pyrimidin-4-amine (350 mg, 1.4 mmol) in DMF (7 mL) was added EDCI (409 mg, 2.1 mmol), HOBt (287 mg, 2.1 mmol), 2-(3,5-dichlorophenylamino)acetic acid (312 mg, 1.4 mmol) and DIEA (0.5 mL, 2.8 mmol) at 0° C. The reaction mixture was stirred at rt overnight and diluted with water and ethyl acetate (3:1, 400 mL). The organic layer was dried over Na2SO4 and evaporated in vacuo to give the crude compound that purified by column chromatography...